Dataset: the Open Reaction Database (ORD), a public repository of structured organic reaction records. Task: describe an organic reaction: reactants, conditions, products, and yield The reactants are CCCCn1c(=O)c(C2=NS(=O)(=O)c3ccccc3N2)c(Cl)c2cccnc21, CN(C)C=O, [N-]=[N+]=[N-], [Na+]. The product is CCCCn1c(=O)c(C2=NS(=O)(=O)c3ccccc3N2)c(N=[N+]=[N-])c2cccnc21. Reaction SMILES: [CH2:1]([CH2:2][CH2:3][CH3:4])[n:5]1[c:6](=[O:28])[c:7]([C:16]2=[N:17][S:18](=[O:26])(=[O:27])[c:19]3[c:20]([cH:22][cH:23][cH:24][cH:25]3)[NH:21]2)[c:8]([Cl:15])[c:9]2[cH:10][cH:11][cH:12][n:13][c:14]12.[CH3:33][N:34]([CH3:35])[CH:36]=[O:37].[N-:30]=[N+:31]=[N-:32].[Na+:29]>>[CH2:1]([CH2:2][CH2:3][CH3:4])[n:5]1[c:6](=[O:28])[c:7]([C:16]2=[N:17][S:18](=[O:26])(=[O:27])[c:19]3[c:20]([cH:22][cH:23][cH:24][cH:25]3)[NH:21]2)[c:8]([N:30]=[N+:31]=[N-:32])[c:9]2[cH:10][cH:11][cH:12][n:13][c:14]12. Reactants: O=C([O-])[O-], [Cs+], [Cs+], FC(F)(F)CI, Ic1cn[nH]c1, CN(C)C=O. Product: FC(F)(F)Cn1cc(I)cn1. Reaction SMILES: [C:7](=[O:8])([O-:9])[O-:10].[Cs+:11].[Cs+:12].[F:13][C:14]([CH2:15][I:16])([F:17])[F:18].[I:1][c:2]1[cH:3][n:4][nH:5][cH:6]1.[O:19]=[CH:20][N:21]([CH3:22])[CH3:23]>>[I:1][c:2]1[cH:3][n:4][n:5]([CH2:15][C:14]([F:13])([F:17])[F:18])[cH:6]1. Reactants: COC1=NN(C=C1[N+](=O)[O-])C1CN(C1)C(=O)OC(C)(C)C (tert-butyl 3-(3-methoxy-4-nitro-1H-pyrazol-1-yl)azetidine-1-carboxylate). Reagents/catalysts: [Pd] (Pd/C). The solvent is CO (methanol). Conditions: time 18 hour. The product is NC=1C(=NN(C1)C1CN(C1)C(=O)OC(C)(C)C)OC (tert-butyl 3-(4-amino-3-methoxy-1H-pyrazol-1-yl)azetidine-1-carboxylate). RXN SMILES: [CH3:1][O:2][C:3]1[C:7]([N+:8]([O-])=O)=[CH:6][N:5]([CH:11]2[CH2:14][N:13]([C:15]([O:17][C:18]([CH3:21])([CH3:20])[CH3:19])=[O:16])[CH2:12]2)[N:4]=1>[Pd].CO>[NH2:8][C:7]1[C:3]([O:2][CH3:1])=[N:4][N:5]([CH:11]2[CH2:14][N:13]([C:15]([O:17][C:18]([CH3:19])([CH3:20])[CH3:21])=[O:16])[CH2:12]2)[CH:6]=1. Procedure details: A nitrogen-flushed round bottom flask was charged with tert-butyl 3-(3-methoxy-4-nitro-1H-pyrazol-1-yl)azetidine-1-carboxylate (188 mg, 0.63 mmol, 1.00 eq), 10% Pd/C (100 mg) and methanol (10 mL). The reaction mixture was sparged with hydrogen for 5 min then stirred vigorously under hydrogen atmosphere for 18 hr. The reaction mixture was then sparged with nitrogen, filtered through Celite®, concentrated, and azeotroped from toluene (2×20 mL) to give an oil that was used without further purificat... Starting materials: ClC=1C=C(C=CC1)CCCN(C(NC=1SC(=CN1)SCC(=O)O)=O)[C@@H]1CC[C@H](CC1)C ({2[-3-[3-(3-Chloro-phenyl)-propyl]-3-(trans-4-methyl-cyclohexyl)-ureido]-thiazol-5-ylsulfanyl}-acetic acid), ClC1=CC=C(C=C1)CCC(=O)O (3-(4-chloro-phenyl)-propionic acid), C(C)OC(CSC1=CN=C(S1)N)=O ((2-aminothiazol-5-ylsulfanyl)acetic acid ethyl ester). The product is ClC1=CC=C(C=C1)CCCN(C(NC=1SC(=CN1)SCC(=O)O)=O)[C@@H]1CC[C@H](CC1)C ({2[-3-[3-(4-Chloro-phenyl)-propyl]-3-(trans-4-methyl-cyclohexyl)-ureido]-thiazol-5-ylsulfanyl}-acetic acid). As a reaction SMILES: Cl[C:2]1[CH:3]=[C:4]([CH2:8][CH2:9][CH2:10][N:11]([C@H:25]2[CH2:30][CH2:29][C@H:28]([CH3:31])[CH2:27][CH2:26]2)[C:12](=[O:24])[NH:13][C:14]2[S:15][C:16]([S:19][CH2:20][C:21]([OH:23])=[O:22])=[CH:17][N:18]=2)[CH:5]=[CH:6][CH:7]=1.[Cl:32]C1C=CC(CCC(O)=O)=CC=1.C(OC(=O)CSC1SC(N)=NC=1)C>>[Cl:32][C:7]1[CH:2]=[CH:3][C:4]([CH2:8][CH2:9][CH2:10][N:11]([C@H:25]2[CH2:26][CH2:27][C@H:28]([CH3:31])[CH2:29][CH2:30]2)[C:12](=[O:24])[NH:13][C:14]2[S:15][C:16]([S:19][CH2:20][C:21]([OH:23])=[O:22])=[CH:17][N:18]=2)=[CH:5][CH:6]=1. Procedure: The compound was prepared following an analogous procedure to the one described for the synthesis of {2[-3-[3-(3-Chloro-phenyl)-propyl]-3-(trans-4-methyl-cyclohexyl)-ureido]-thiazol-5-ylsulfanyl}-acetic acid using 3-(4-chloro-phenyl)-propionic acid and (2-aminothiazol-5-ylsulfanyl)acetic acid ethyl ester. Reactants: C(C)N(CC#CCCC=O)CC (6-diethylaminohex-4-ynal), C(CCS)S (1,3-propanedithiol), B(F)(F)F.CCOCC (Boron trifluoride etherate). The solvent is C(Cl)Cl (methylene chloride). Run at time 1 hour. The product is C(C)N(CC#CCCC1SCCCS1)CC (2-(5-Diethylaminopent-3-ynyl)-1,3-dithiane). The yield is 26.8%. RXN SMILES: [CH2:1]([N:3]([CH2:11][CH3:12])[CH2:4][C:5]#[C:6][CH2:7][CH2:8][CH:9]=O)[CH3:2].[CH2:13]([SH:17])[CH2:14][CH2:15][SH:16].B(F)(F)F.CCOCC>C(Cl)Cl>[CH2:1]([N:3]([CH2:11][CH3:12])[CH2:4][C:5]#[C:6][CH2:7][CH2:8][CH:9]1[S:17][CH2:13][CH2:14][CH2:15][S:16]1)[CH3:2] |f:2.3|. Reported procedure: To a solution of 6-diethylaminohex-4-ynal (50 g, 290 mmol) in methylene chloride (600 mL) was added 1,3-propanedithiol (30 mL, 290 mmol). The solution was stirred at room temperature for 1 hour and then cooled in an ice-bath. Boron trifluoride etherate (40 mL, 290 mmol) was added and the solution was stirred at room temperature overnight. The mixture was washed with water (150 mL), 10% potassium hydroxide solution (2×300 mL), brine (3×100 mL) and dried (MgSO4). Evaporation of the solvent afforde... The reactants are COC1=CC=C(C=C1)[C@H]1C[C@@H](N(C[C@@H]1OCC=1C=CC2=C(N(CCO2)CCCOC)C1)S(=O)(=O)C1=CC=C(C=C1)C)CC(C)(O)C (1-[(2R,4R,5R)-4-(4-methoxy-phenyl)-5-[4-(3-methoxy-propyl)-3,4-dihydro-2H-benzo[1,4]oxazin-6-ylmethoxy]-1-(toluene-4-sulfonyl)-piperidin-2-yl]-2-methyl-propan-2-ol), [H-].[K+] (potassium hydride), O (water), CN(C(=O)Cl)C (dimethylcarbamoyl chloride). Product: COC1=CC=C(C=C1)[C@H]1C[C@@H](N(C[C@@H]1OCC=1C=CC2=C(N(CCO2)CCCOC)C1)S(=O)(=O)C1=CC=C(C=C1)C)CC(C)(C)OC(N(C)C)=O (Dimethyl-carbamic acid 2-[(2R,4R,5R)-4-(4-methoxy-phenyl)-5-[4-(3-methoxy-propyl)-3,4-dihydro-2H-benzo[1,4]oxazin-6-ylmethoxy]-1-(toluene-4-sulfonyl)-piperidin-2-yl]-1,1-dimethyl-ethyl ester). The solvent is O1CCCC1 (tetrahydrofuran). Procedure details: To a solution of 120 mg of 1-[(2R,4R,5R)-4-(4-methoxy-phenyl)-5-[4-(3-methoxy-propyl)-3,4-dihydro-2H-benzo[1,4]oxazin-6-ylmethoxy]-1-(toluene-4-sulfonyl)-piperidin-2-yl]-2-methyl-propan-2-ol (from example 57b) in 0.5 ml of tetrahydrofuran are added 80 mg potassium hydride (35% dispersion in oil). The reaction mixture is stirred for 1 hour and then 163 μl dimethylcarbamoyl chloride are added. The mixture is stirred at room temperature for 18 hours. The mixture is treated with 2 ml water and extra... Reaction SMILES: [CH3:1][O:2][C:3]1[CH:8]=[CH:7][C:6]([C@@H:9]2[C@@H:14]([O:15][CH2:16][C:17]3[CH:18]=[CH:19][C:20]4[O:25][CH2:24][CH2:23][N:22]([CH2:26][CH2:27][CH2:28][O:29][CH3:30])[C:21]=4[CH:31]=3)[CH2:13][N:12]([S:32]([C:35]3[CH:40]=[CH:39][C:38]([CH3:41])=[CH:37][CH:36]=3)(=[O:34])=[O:33])[C@@H:11]([CH2:42][C:43]([CH3:46])([OH:45])[CH3:44])[CH2:10]2)=[CH:5][CH:4]=1.[H-].[K+].[CH3:49][N:50]([CH3:54])[C:51](Cl)=[O:52].O>O1CCCC1>[CH3:1][O:2][C:3]1[CH:8]=[CH:7][C:6]([C@@H:9]2[C@@H:14]([O:15][CH2:16][C:17]3[CH:18]=[CH:19][C:20]4[O:25][CH2:24][CH2:23][N:22]([CH2:26][CH2:27][CH2:28][O:29][CH3:30])[C:21]=4[CH:31]=3)[CH2:13][N:12]([S:32]([C:35]3[CH:40]=[CH:39][C:38]([CH3:41])=[CH:37][CH:36]=3)(=[O:34])=[O:33])[C@@H:11]([CH2:42][C:43]([O:45][C:51](=[O:52])[N:50]([CH3:54])[CH3:49])([CH3:46])[CH3:44])[CH2:10]2)=[CH:5][CH:4]=1 |f:1.2|. Reaction conditions: time 1 hour. The reactants are CC(CN)(C)N (2-methylpropane-1,2-diamine), FC1=C(COC=2C=3N(C=CC2)C(=C(N3)C)C(=O)O)C(=CC=C1)F (8-[(2,6-difluorobenzyl)oxy]-2-methylimidazo[1,2-a]pyridine-3-carboxylic acid), F[B-](F)(F)F.N1(N=NC2=C1C=CC=C2)O[C+](N(C)C)N(C)C ((benzotriazol-1-yloxy)bisdimethylaminomethylium fluoroborate), CN1CCOCC1 (4-methylmorpholine). The solvent is CN(C)C=O (DMF). Conditions: time 8 hour. The product is NC(CNC(=O)C1=C(N=C2N1C=CC=C2OCC2=C(C=CC=C2F)F)C)(C)C (N-(2-Amino-2-methylpropyl)-8-[(2,6-difluorobenzyl)oxy]-2-methylimidazo[1,2-a]pyridine-3-carboxamide). As a reaction SMILES: [F:1][C:2]1[CH:22]=[CH:21][CH:20]=[C:19]([F:23])[C:3]=1[CH2:4][O:5][C:6]1[C:7]2[N:8]([C:12]([C:16]([OH:18])=O)=[C:13]([CH3:15])[N:14]=2)[CH:9]=[CH:10][CH:11]=1.F[B-](F)(F)F.N1(O[C+](N(C)C)N(C)C)C2C=CC=CC=2N=N1.CN1CCOCC1.[CH3:53][C:54]([NH2:58])([CH3:57])[CH2:55][NH2:56]>CN(C=O)C>[NH2:58][C:54]([CH3:57])([CH3:53])[CH2:55][NH:56][C:16]([C:12]1[N:8]2[CH:9]=[CH:10][CH:11]=[C:6]([O:5][CH2:4][C:3]3[C:19]([F:23])=[CH:20][CH:21]=[CH:22][C:2]=3[F:1])[C:7]2=[N:14][C:13]=1[CH3:15])=[O:18] |f:1.2|. Procedure details: 100 mg of 8-[(2,6-difluorobenzyl)oxy]-2-methylimidazo[1,2-a]pyridine-3-carboxylic acid (0.31 mmol), 151 mg of (benzotriazol-1-yloxy)bisdimethylaminomethylium fluoroborate (TBTU, 0.47 mmol) and 127 mg of 4-methylmorpholine (1.26 mmol) were initially charged in 2 ml of DMF. 55 mg of 2-methylpropane-1,2-diamine (0.63 mmol) were then added, and the mixture was stirred at RT overnight. The reaction solution was purified by preparative HPLC (RP18 column, mobile phase: acetonitrile/water gradient with ... Reactants: Cl.Cl.Cl.C1(CC1)NC(=O)C1=CC=CC=2SC(=CC21)C2=NC(=NC=C2Cl)NCCCN2CCN(CC2)C (2-{5-chloro-2-[3-(4-methylpiperazin-1-yl)-propylamino]-pyrimidin-4-yl}-benzo[b]thiophene-4-carboxylic acid cyclopropylamide tri-hydrochloride), C1(CC1)NC(=O)C1=CC=CC=2SC(=CC21)C2=NC(=NC=C2Br)Cl (2-(5-bromo-2-chloropyrimidin-4-yl)-benzo[b]thiophene-4-carboxylic acid cyclopropylamide), CN1CCN(CCC1)CCCN (3-(4-methyl-[1,4]diazepan-1-yl)-propylamine). Product: Cl.Cl.Cl.C1(CC1)NC(=O)C1=CC=CC=2SC(=CC21)C2=NC(=NC=C2Br)NCCCN2CCN(CCC2)C (2-{5-Bromo-2-[3-(4-methyl-[1,4]diazepan-1-yl)-propylamino]-pyrimidin-4-yl}-benzo[b]thiophene-4-carboxylic acid cyclopropylamide tri-hydrochloride). RXN SMILES: [ClH:1].Cl.Cl.C1(NC(C2C3C=C(C4C([Cl:25])=CN=C(NCCCN5CCN(C)CC5)N=4)SC=3C=CC=2)=O)CC1.[CH:37]1([NH:40][C:41]([C:43]2[C:51]3[CH:50]=[C:49]([C:52]4[C:57]([Br:58])=[CH:56][N:55]=[C:54]([Cl:59])[N:53]=4)[S:48][C:47]=3[CH:46]=[CH:45][CH:44]=2)=[O:42])[CH2:39][CH2:38]1.[CH3:60][N:61]1[CH2:67][CH2:66][CH2:65][N:64]([CH2:68][CH2:69][CH2:70][NH2:71])[CH2:63][CH2:62]1>>[ClH:25].[ClH:59].[ClH:1].[CH:37]1([NH:40][C:41]([C:43]2[C:51]3[CH:50]=[C:49]([C:52]4[C:57]([Br:58])=[CH:56][N:55]=[C:54]([NH:71][CH2:70][CH2:69][CH2:68][N:64]5[CH2:65][CH2:66][CH2:67][N:61]([CH3:60])[CH2:62][CH2:63]5)[N:53]=4)[S:48][C:47]=3[CH:46]=[CH:45][CH:44]=2)=[O:42])[CH2:39][CH2:38]1 |f:0.1.2.3,6.7.8.9|. Procedure details: Using the method of 2-{5-chloro-2-[3-(4-methylpiperazin-1-yl)-propylamino]-pyrimidin-4-yl}-benzo[b]thiophene-4-carboxylic acid cyclopropylamide tri-hydrochloride, the title compound is synthesized as a yellow solid from 2-(5-bromo-2-chloropyrimidin-4-yl)-benzo[b]thiophene-4-carboxylic acid cyclopropylamide and 3-(4-methyl-[1,4]diazepan-1-yl)-propylamine. ES+(m/z) 543 (79Br) and 545 (81Br) [M(free base)+H]. The solvent is C(CC)O (n-propanol), C(CC)O (n-propanol). Conditions: time 0.5 hour. The product is N1(C=NC=C1)C=1C=C(C=CC1)NC1=NC=CC(=N1)C1=NC=CC=C1 (N-[3-(1H-Imidazol-1-yl)phenyl]-4-(2-pyridinyl)-2-pyrimidinamine). Reported procedure: Thirteen and seven tenths grams of [3-(1H-imidazol-1-yl)phenyl]guanidine, dihydrochloride (2) from Example 1, 8.8 g of 3-dimethylamino-1-(2-pyridyl)-2-propen-1-one (3), 50 ml of n-propanol and 10 ml of 10N sodium hydroxide is refluxed for 18 hours. The reaction is diluted with 50 ml of n-propanol and filtered. The collected yellow solid is stirred in 300 ml of water for 0.5 hour, filtered and washed with 50 ml of n-propanol followed by 100 ml of diethyl ether. The solid is air dried overnight gi... RXN SMILES: Cl.Cl.[N:3]1([C:8]2[CH:9]=[C:10]([NH:14][C:15]([NH2:17])=[NH:16])[CH:11]=[CH:12][CH:13]=2)[CH:7]=[CH:6][N:5]=[CH:4]1.CN(C)[CH:20]=[CH:21][C:22]([C:24]1[CH:29]=[CH:28][CH:27]=[CH:26][N:25]=1)=O.[OH-].[Na+]>C(O)CC>[N:3]1([C:8]2[CH:9]=[C:10]([NH:14][C:15]3[N:17]=[C:22]([C:24]4[CH:29]=[CH:28][CH:27]=[CH:26][N:25]=4)[CH:21]=[CH:20][N:16]=3)[CH:11]=[CH:12][CH:13]=2)[CH:7]=[CH:6][N:5]=[CH:4]1 |f:0.1.2,4.5|. Yield: 85.0%. Reactants: Cl.Cl.N1(C=NC=C1)C=1C=C(C=CC1)NC(=N)N ([3-(1H-Imidazol-1-yl)phenyl]guanidine, dihydrochloride), CN(C=CC(=O)C1=NC=CC=C1)C (3-dimethylamino-1-(2-pyridyl)-2-propen-1-one), [OH-].[Na+] (sodium hydroxide). Reaction SMILES: [Br:1][CH2:2][CH2:3][CH2:4][CH2:5][CH2:6][CH2:7][CH2:8][CH2:9][CH2:10][CH2:11][C:12](=[O:13])[OH:14].[CH3:19][N:20]([CH3:21])[CH:22]=[O:23].[N-:16]=[N+:17]=[N-:18].[Na+:15].[OH2:24]>>[CH2:2]([CH2:3][CH2:4][CH2:5][CH2:6][CH2:7][CH2:8][CH2:9][CH2:10][CH2:11][C:12](=[O:13])[OH:14])[N:16]=[N+:17]=[N-:18]. Product: [N-]=[N+]=NCCCCCCCCCCC(=O)O. The reactants are O=C(O)CCCCCCCCCCBr, CN(C)C=O, [N-]=[N+]=[N-], [Na+], O.